describe an organic reaction: reactants, conditions, products, and yield From a dataset of the Open Reaction Database (ORD), a public repository of structured organic reaction records. The reactants are C(C1=CC=CC=C1)N1C=NC=2N(C(NC(C12)=O)=O)C (7-benzyl-3-methylxanthine), [H-].[Na+] (sodium hydride), C(C)(=O)O[C@@H](CCCCCl)C ((R)-5-acetoxy-1-chlorohexane). The solvent is CS(=O)C (dimethylsulfoxide). Conditions: temperature 75 celsius, time 30 minute. Product: C(C)(=O)O[C@@H](CCCCN1C(=O)N(C=2N=CN(C2C1=O)CC1=CC=CC=C1)C)C ((R)-1-(5-acetoxyhexyl)-7-benzyl-3-methylxanthine). Yield: 84.6%. Reaction SMILES: [CH2:1]([N:8]1[C:16]2[C:15](=[O:17])[NH:14][C:13](=[O:18])[N:12]([CH3:19])[C:11]=2[N:10]=[CH:9]1)[C:2]1[CH:7]=[CH:6][CH:5]=[CH:4][CH:3]=1.[H-].[Na+].[C:22]([O:25][C@H:26]([CH3:32])[CH2:27][CH2:28][CH2:29][CH2:30]Cl)(=[O:24])[CH3:23]>CS(C)=O>[C:22]([O:25][C@H:26]([CH3:32])[CH2:27][CH2:28][CH2:29][CH2:30][N:14]1[C:15](=[O:17])[C:16]2[N:8]([CH2:1][C:2]3[CH:7]=[CH:6][CH:5]=[CH:4][CH:3]=3)[CH:9]=[N:10][C:11]=2[N:12]([CH3:19])[C:13]1=[O:18])(=[O:24])[CH3:23] |f:1.2|. Reported procedure: To a stirring suspension of 7-benzyl-3-methylxanthine (25.6 g, 100 mmol) (which had been prepared as described for CT22404 of Example 18) in dimethylsulfoxide (200 ml) was added 95% sodium hydride (3.2 g, 133 mmol) in portions over 10 minutes. After stirring for 30 minutes, (R)-5-acetoxy-1-chlorohexane (19.63 g, 110 mmol) was added neat. After heating at 70-80° C. for 6 hours, the reaction mixture was quenched by addition of water (500 ml) and extracted with ethyl acetate (3×150 ml). The combine... Reactants: B, CC(C)(C)OC(=O)N1CCOC(Cc2cccc(C=Cc3cccnc3)c2)C1, O=C1C(Cc2ccccc2OC(F)F)OCCN1Cc1ccccc1. Product: FC(F)Oc1ccccc1CC1CN(Cc2ccccc2)CCO1. As a reaction SMILES: [BH3:54].[C:1]([N:2]1[CH2:3][CH2:4][O:5][CH:6]([CH2:7][c:8]2[cH:9][cH:10][cH:11][c:12]([CH:13]=[CH:14][c:15]3[cH:16][n:17][cH:18][cH:19][cH:20]3)[cH:21]2)[CH2:22]1)([O:23][C:24]([CH3:25])([CH3:26])[CH3:27])=[O:28].[CH2:29]([c:30]1[cH:31][cH:32][cH:33][cH:34][cH:35]1)[N:36]1[C:37](=[O:53])[CH:38]([CH2:42][c:43]2[c:44]([O:49][CH:50]([F:51])[F:52])[cH:45][cH:46][cH:47][cH:48]2)[O:39][CH2:40][CH2:41]1>>[CH2:29]([c:30]1[cH:31][cH:32][cH:33][cH:34][cH:35]1)[N:36]1[CH2:37][CH:38]([CH2:42][c:43]2[c:44]([O:49][CH:50]([F:51])[F:52])[cH:45][cH:46][cH:47][cH:48]2)[O:39][CH2:40][CH2:41]1. Reactants: ClC1=NC=CC(=N1)N1C(OC[C@H]1C1=CC=CC=C1)=O ((R)-3-(2-chloropyrimidin-4-yl)-4-phenyloxazolidin-2-one), Cl.C1(=CC=C(C=C1)C(C)N)C1=CC=CC=C1 (1-(biphenyl-4-yl)ethanamine hydrochloride), CCN(C(C)C)C(C)C (iPr2NEt). The solvent is CS(=O)C (DMSO), CCOC(=O)C (EtOAc). The product is C1(=CC=C(C=C1)[C@@H](C)NC1=NC=CC(=N1)N1C(OC[C@H]1C1=CC=CC=C1)=O)C1=CC=CC=C1 ((R)-3-(2-((R)-1-(biphenyl-4-yl)ethylamino)pyrimidin-4-yl)-4-phenyloxazolidin-2-one), C1(=CC=C(C=C1)[C@H](C)NC1=NC=CC(=N1)N1C(OC[C@H]1C1=CC=CC=C1)=O)C1=CC=CC=C1 ((R)-3-(2-((S)-1-(biphenyl-4-yl)ethylamino)pyrimidin-4-yl)-4-phenyloxazolidin-2-one). Reaction SMILES: Cl[C:2]1[N:7]=[C:6]([N:8]2[C@H:12]([C:13]3[CH:18]=[CH:17][CH:16]=[CH:15][CH:14]=3)[CH2:11][O:10][C:9]2=[O:19])[CH:5]=[CH:4][N:3]=1.Cl.[C:21]1([C:30]2[CH:35]=[CH:34][CH:33]=[CH:32][CH:31]=2)[CH:26]=[CH:25][C:24]([CH:27]([NH2:29])[CH3:28])=[CH:23][CH:22]=1.CCN(C(C)C)C(C)C>CS(C)=O.CCOC(C)=O>[C:21]1([C:30]2[CH:31]=[CH:32][CH:33]=[CH:34][CH:35]=2)[CH:22]=[CH:23][C:24]([C@H:27]([NH:29][C:2]2[N:7]=[C:6]([N:8]3[C@H:12]([C:13]4[CH:18]=[CH:17][CH:16]=[CH:15][CH:14]=4)[CH2:11][O:10][C:9]3=[O:19])[CH:5]=[CH:4][N:3]=2)[CH3:28])=[CH:25][CH:26]=1.[C:21]1([C:30]2[CH:31]=[CH:32][CH:33]=[CH:34][CH:35]=2)[CH:22]=[CH:23][C:24]([C@@H:27]([NH:29][C:2]2[N:7]=[C:6]([N:8]3[C@H:12]([C:13]4[CH:18]=[CH:17][CH:16]=[CH:15][CH:14]=4)[CH2:11][O:10][C:9]3=[O:19])[CH:5]=[CH:4][N:3]=2)[CH3:28])=[CH:25][CH:26]=1 |f:1.2|. Reported procedure: A solution of (R)-3-(2-chloropyrimidin-4-yl)-4-phenyloxazolidin-2-one (97 mg, 0.35 mmol), 1-(biphenyl-4-yl)ethanamine hydrochloride (304 mg, 1.30 mmol, 3.7 equiv) and iPr2NEt (0.307 mL, 1.76 mmol, 5.0 equiv) in DMSO (1 mL) was heated at 110° C. for 1½ h and at 130° C. for 20 h. The reaction mixture was diluted with EtOAc (8 mL) and washed with water (30 mL). After separation, the aqueous phase was extracted with EtOAc (3×8 mL). Combined organics were dried over Na2SO4, filtered and concentrated.... Reactants: CN1N=C(C(=C1C(=O)N)NC(C1=C(C=CC=C1)OCCC)=O)CCC (1-Methyl-4-(2-n-propoxybenzamido)-3-n-propylpyrazole-5-carboxamide), OO (hydrogen peroxide), C([O-])([O-])=O.[K+].[K+] (potassium carbonate), O (water). Run in C(C)O (ethanol). The product is CN1N=C(C=2N=C(NC(C21)=O)C2=C(C=CC=C2)OCCC)CCC (1-Methyl-5-(2-n-propoxyphenyl)-3-n-propyl-1,6-dihydro-7H-pyrazolo[4,3-d]pyrimidin-7-one). Isolated yield 58.8%. As a reaction SMILES: [CH3:1][N:2]1[C:6]([C:7]([NH2:9])=[O:8])=[C:5]([NH:10][C:11](=O)[C:12]2[CH:17]=[CH:16][CH:15]=[CH:14][C:13]=2[O:18][CH2:19][CH2:20][CH3:21])[C:4]([CH2:23][CH2:24][CH3:25])=[N:3]1.OO.C(=O)([O-])[O-].[K+].[K+].O>C(O)C>[CH3:1][N:2]1[C:6]2[C:7](=[O:8])[NH:9][C:11]([C:12]3[CH:17]=[CH:16][CH:15]=[CH:14][C:13]=3[O:18][CH2:19][CH2:20][CH3:21])=[N:10][C:5]=2[C:4]([CH2:23][CH2:24][CH3:25])=[N:3]1 |f:2.3.4|. Reported procedure: 1-Methyl-4-(2-n-propoxybenzamido)-3-n-propylpyrazole-5-carboxamide (0.34 g, 0.99 mmol) was added to a stirred mixture of 30% hydrogen peroxide solution (1.0 ml), potassium carbonate (0.54 g, 3.92 mmol), water (10 ml) and ethanol (5 ml). The mixture was heated under reflux for 38 hours and then evaporated under vacuum. The residue was suspended in water (20 ml), then the suspension acidified with 2N hydrochloric acid and extracted with dichloromethane (3×20 ml). The extracts were combined, dried ... Reactants: COCC(=O)N1C(C)CNCC1C, CCSC1=NC(=O)C(=Cc2ccc3c(cnn3Cc3ccc(Cl)cc3C(F)(F)F)c2)S1. The product is COCC(=O)N1C(C)CN(C2=NC(=O)C(=Cc3ccc4c(cnn4Cc4ccc(Cl)cc4C(F)(F)F)c3)S2)CC1C. As a reaction SMILES: [CH3:32][CH:33]1[N:34]([C:40]([CH2:41][O:42][CH3:43])=[O:44])[CH:35]([CH3:39])[CH2:36][NH:37][CH2:38]1.[Cl:1][c:2]1[cH:3][c:4]([C:28]([F:29])([F:30])[F:31])[c:5]([CH2:6][n:7]2[n:8][cH:9][c:10]3[cH:11][c:12]([CH:16]=[C:17]4[C:18](=[O:25])[N:19]=[C:20]([S:22][CH2:23][CH3:24])[S:21]4)[cH:13][cH:14][c:15]23)[cH:26][cH:27]1>>[Cl:1][c:2]1[cH:3][c:4]([C:28]([F:29])([F:30])[F:31])[c:5]([CH2:6][n:7]2[n:8][cH:9][c:10]3[cH:11][c:12]([CH:16]=[C:17]4[C:18](=[O:25])[N:19]=[C:20]([N:37]5[CH2:36][CH:35]([CH3:39])[N:34]([C:40]([CH2:41][O:42][CH3:43])=[O:44])[CH:33]([CH3:32])[CH2:38]5)[S:21]4)[cH:13][cH:14][c:15]23)[cH:26][cH:27]1. Reactants: C1COCCO1, Cl, Cl, NO, c1ccc(-c2cc3c(ccn4c(-c5c[nH]cn5)nnc34)nc2-c2ccc(C3OCCO3)cc2)cc1, O. Product: ON=Cc1ccc(-c2nc3ccn4c(-c5c[nH]cn5)nnc4c3cc2-c2ccccc2)cc1. As a reaction SMILES: [CH2:40]1[O:41][CH2:42][CH2:43][O:44][CH2:45]1.[ClH:36].[ClH:37].[NH2:38][OH:39].[O:1]1[CH:2]([c:6]2[cH:7][cH:8][c:9](-[c:12]3[n:13][c:14]4[cH:15][cH:16][n:17]5[c:18]([c:19]4[cH:20][c:21]3-[c:22]3[cH:23][cH:24][cH:25][cH:26][cH:27]3)[n:28][n:29][c:30]5-[c:31]3[n:32][cH:33][nH:34][cH:35]3)[cH:10][cH:11]2)[O:5][CH2:4][CH2:3]1.[OH2:46]>>[CH:2]([c:6]1[cH:7][cH:8][c:9](-[c:12]2[n:13][c:14]3[cH:15][cH:16][n:17]4[c:18]([c:19]3[cH:20][c:21]2-[c:22]2[cH:23][cH:24][cH:25][cH:26][cH:27]2)[n:28][n:29][c:30]4-[c:31]2[n:32][cH:33][nH:34][cH:35]2)[cH:10][cH:11]1)=[N:38][OH:39]. Starting materials: O=C(OCc1ccccc1)c1c(F)cccc1OCc1ccccc1, CO, [Na+], [OH-]. The product is O=C(O)c1c(F)cccc1OCc1ccccc1. RXN SMILES: [CH2:1]([c:2]1[cH:3][cH:4][cH:5][cH:6][cH:7]1)[O:8][C:9]([c:10]1[c:11]([O:17][CH2:18][c:19]2[cH:20][cH:21][cH:22][cH:23][cH:24]2)[cH:12][cH:13][cH:14][c:15]1[F:16])=[O:25].[CH3:28][OH:29].[Na+:27].[OH-:26]>>[O:8]=[C:9]([c:10]1[c:11]([O:17][CH2:18][c:19]2[cH:20][cH:21][cH:22][cH:23][cH:24]2)[cH:12][cH:13][cH:14][c:15]1[F:16])[OH:25]. The reactants are O=C(Cl)c1ccccc1, Cc1nc2c([nH]1)CCCC2C, CC#N. The product is CC1CCCc2[nH]c(CC(=O)c3ccccc3)nc21, Cl. As a reaction SMILES: [C:12]([c:13]1[cH:14][cH:15][cH:16][cH:17][cH:18]1)(=[O:19])[Cl:20].[CH3:1][c:2]1[n:3][c:4]2[c:5]([nH:6]1)[CH2:7][CH2:8][CH2:9][CH:10]2[CH3:11].[CH3:21][C:22]#[N:23]>>[CH2:1]([c:2]1[n:3][c:4]2[c:5]([nH:6]1)[CH2:7][CH2:8][CH2:9][CH:10]2[CH3:11])[C:12]([c:13]1[cH:14][cH:15][cH:16][cH:17][cH:18]1)=[O:19].[ClH:20]. The reactants are C(C)(C)(C)OC(=O)N([C@@H](CC1=CC=CC=C1)C(=O)O)C (t-butoxycarbonyl-N-methylphenylalanine), [H][H] (hydrogen). The reagents and catalysts are [Rh] (rhodium on carbon). The solvent is O1CCCC1 (tetrahydrofuran). Product: C(C)(C)(C)OC(=O)N([C@@H](CC1CCCCC1)C(=O)O)C (t-butoxycarbonyl-3-cyclohexyl-N-methyl-L-alanine). The yield is 71.4%. RXN SMILES: [C:1]([O:5][C:6]([N:8]([CH3:20])[C@H:9]([C:17]([OH:19])=[O:18])[CH2:10][C:11]1[CH:16]=[CH:15][CH:14]=[CH:13][CH:12]=1)=[O:7])([CH3:4])([CH3:3])[CH3:2].[H][H]>O1CCCC1.[Rh]>[C:1]([O:5][C:6]([N:8]([CH3:20])[C@H:9]([C:17]([OH:19])=[O:18])[CH2:10][CH:11]1[CH2:16][CH2:15][CH2:14][CH2:13][CH2:12]1)=[O:7])([CH3:3])([CH3:4])[CH3:2]. Procedure: A solution of 4.8 g of t-butoxycarbonyl-N-methylphenylalanine in 150 ml of tetrahydrofuran was hydrogenated at 60° for about four days using 60 psi hydrogen gas and 5% rhodium on carbon. The mixture was filtered and the filtrate concentrated to give the title compound (3.5 g) as a colorless oil. The oil was used without further purification. Structure assignment was supported by the nmr spectrum (loss of aromatic protons and appearance of cyclohexyl protons) and by elemental analysis.